This data is from the Open Reaction Database (ORD), a public repository of structured organic reaction records. The task is: describe an organic reaction: reactants, conditions, products, and yield Reactants: CC(C)(C)OC(=O)N1CCC(C#N)CC1, C1CCOC1, CC(C)[N-]C(C)C, CCOC(=O)Cl, [Li+]. Yields the product CCOC(=O)C1(C#N)CCN(C(=O)OC(C)(C)C)CC1. RXN SMILES: [C:9](#[N:10])[CH:11]1[CH2:12][CH2:13][N:14]([C:17](=[O:18])[O:19][C:20]([CH3:21])([CH3:22])[CH3:23])[CH2:15][CH2:16]1.[CH2:30]1[O:31][CH2:32][CH2:33][CH2:34]1.[CH3:2][CH:3]([N-:4][CH:5]([CH3:6])[CH3:7])[CH3:8].[Cl:24][C:25](=[O:26])[O:27][CH2:28][CH3:29].[Li+:1]>>[C:9](#[N:10])[C:11]1([C:25](=[O:26])[O:27][CH2:28][CH3:29])[CH2:12][CH2:13][N:14]([C:17](=[O:18])[O:19][C:20]([CH3:21])([CH3:22])[CH3:23])[CH2:15][CH2:16]1. The reactants are C1CCOC1, C[Si](C)(C)[N-][Si](C)(C)C, Cc1ccccc1, CN1CCCN(C)C1=O, CC(C(O)c1ccccc1)N(C)C(=O)Cc1ccc(SC2CC2)cc1, [Cl-], ICC1CCC2(C1)OC(c1ccccc1)C(c1ccccc1)O2, [Li+], [NH4+]. Yields the product CC(C(O)c1ccccc1)N(C)C(=O)C(CC1CCC2(C1)OC(c1ccccc1)C(c1ccccc1)O2)c1ccc(SC2CC2)cc1. As a reaction SMILES: [CH2:61]1[O:62][CH2:63][CH2:64][CH2:65]1.[CH3:2][Si:3]([N-:4][Si:5]([CH3:6])([CH3:7])[CH3:8])([CH3:9])[CH3:10].[CH3:66][c:67]1[cH:68][cH:69][cH:70][cH:71][cH:72]1.[CH3:73][N:74]1[CH2:75][CH2:76][CH2:77][N:78]([CH3:79])[C:80]1=[O:81].[CH:11]1([S:14][c:15]2[cH:16][cH:17][c:18]([CH2:21][C:22](=[O:23])[N:24]([CH3:25])[CH:26]([CH:27]([c:28]3[cH:29][cH:30][cH:31][cH:32][cH:33]3)[OH:34])[CH3:35])[cH:19][cH:20]2)[CH2:12][CH2:13]1.[Cl-:59].[I:36][CH2:37][CH:38]1[CH2:39][C:40]2([O:41][CH:42]([c:51]3[cH:52][cH:53][cH:54][cH:55][cH:56]3)[CH:43]([c:45]3[cH:46][cH:47][cH:48][cH:49][cH:50]3)[O:44]2)[CH2:57][CH2:58]1.[Li+:1].[NH4+:60]>>[CH:11]1([S:14][c:15]2[cH:16][cH:17][c:18]([CH:21]([C:22](=[O:23])[N:24]([CH3:25])[CH:26]([CH:27]([c:28]3[cH:29][cH:30][cH:31][cH:32][cH:33]3)[OH:34])[CH3:35])[CH2:37][CH:38]3[CH2:39][C:40]4([O:41][CH:42]([c:51]5[cH:52][cH:53][cH:54][cH:55][cH:56]5)[CH:43]([c:45]5[cH:46][cH:47][cH:48][cH:49][cH:50]5)[O:44]4)[CH2:57][CH2:58]3)[cH:19][cH:20]2)[CH2:12][CH2:13]1. Starting materials: nine, O1COC2=C1C=CC(=C2)C=2C(=NN(C2NS(=O)(=O)C2=CC=C(C=C2)C(C)(C)C)C)OCCOC2=NC=C(C=N2)Cl (N-(4-(1,3-benzodioxol-5-yl)-3-{2-[(5-chloro-2-pyrimidinyl)oxy]ethoxy}-1-methyl-1H-pyrazol-5-yl)4-(tert-butyl)benzenesulfonamide), CO (methanol). Run at time 2 day. The product is O1COC2=C1C=CC(=C2)C=2C(=NN(C2NS(=O)(=O)C2=CC=C(C=C2)C(CO)(C)C)C)OCCOC2=NC=C(C=N2)Cl (N-(4-(1,3-benzodioxol-5-yl)-3-{2-[(5-chloro-2-pyrimidinyl)oxy]ethoxy}-1-methyl-1H-pyrazol-5-yl)-4-(2-hydroxy-1,1-dimethylethyl)benzenesulfonamide). As a reaction SMILES: [O:1]1[C:5]2[CH:6]=[CH:7][C:8]([C:10]3[C:11]([O:30][CH2:31][CH2:32][O:33][C:34]4[N:39]=[CH:38][C:37]([Cl:40])=[CH:36][N:35]=4)=[N:12][N:13]([CH3:29])[C:14]=3[NH:15][S:16]([C:19]3[CH:24]=[CH:23][C:22]([C:25]([CH3:28])([CH3:27])[CH3:26])=[CH:21][CH:20]=3)(=[O:18])=[O:17])=[CH:9][C:4]=2[O:3][CH2:2]1.C[OH:42]>>[O:1]1[C:5]2[CH:6]=[CH:7][C:8]([C:10]3[C:11]([O:30][CH2:31][CH2:32][O:33][C:34]4[N:39]=[CH:38][C:37]([Cl:40])=[CH:36][N:35]=4)=[N:12][N:13]([CH3:29])[C:14]=3[NH:15][S:16]([C:19]3[CH:20]=[CH:21][C:22]([C:25]([CH3:28])([CH3:27])[CH2:26][OH:42])=[CH:23][CH:24]=3)(=[O:18])=[O:17])=[CH:9][C:4]=2[O:3][CH2:2]1. Reported procedure: Amycolata autotrophica ATCC35203 maintained on a quarter strength ATCC172 agar slope was inoculated as a loopful of spores into a 300 ml Erlenmeyer flasks each containing 50 ml of MY inoculum medium. This was allowed to incubate for 2 days at 28° C., 200 rpm on an Infors Multitron™ Shaker with 1″ throw. Two mls of this inoculum was then transferred to each of nine 300 ml Erlenmeyer flask containing 50 ml of MY production medium and incubated under the same conditions for a further 24 hours. At t...